This data is from the Open Reaction Database (ORD), a public repository of structured organic reaction records. The task is: describe an organic reaction: reactants, conditions, products, and yield Starting materials: O.C[N+]1(CCOCC1)[O-] (N-Methylmorpholine N-oxide monohydrate), BrC=1C=CC(=C(C1)[C@@]12N=C(SC[C@@H]1C[C@@H](OC2)CO)NC(C2=CC=CC=C2)=O)F (N-[(4aR,6R,8aS)-8a-(5-bromo-2-fluorophenyl)-6-(hydroxymethyl)-4,4a,5,6,8,8a-hexahydropyrano[3,4-d][1,3]thiazin-2-yl]benzamide), CC(C)O (2-Propanol). The reagents and catalysts are [Ru](=O)(=O)(=O)[O-].C(CC)[N+](CCC)(CCC)CCC (tetrapropylammonium perruthenate). Solvent: C(C)#N (acetonitrile). Reaction conditions: time 16 hour. Yields the product C(C1=CC=CC=C1)(=O)NC=1SC[C@H]2[C@@](N1)(CO[C@H](C2)C(=O)O)C2=C(C=CC(=C2)Br)F ((4aR,6R,8aS)-2-(benzoylamino)-8a-(5-bromo-2-fluorophenyl)-4,4a,5,6,8,8a-hexahydropyrano[3,4-d][1,3]thiazine-6-carboxylic acid). Isolated yield 113.7%. Reaction SMILES: O.C[N+]1([O-])CC[O:6]CC1.[Br:10][C:11]1[CH:12]=[CH:13][C:14]([F:38])=[C:15]([C@:17]23[CH2:26][O:25][C@@H:24]([CH2:27][OH:28])[CH2:23][C@H:22]2[CH2:21][S:20][C:19]([NH:29][C:30](=[O:37])[C:31]2[CH:36]=[CH:35][CH:34]=[CH:33][CH:32]=2)=[N:18]3)[CH:16]=1.CC(O)C>C(#N)C.[Ru]([O-])(=O)(=O)=O.C([N+](CCC)(CCC)CCC)CC>[C:30]([NH:29][C:19]1[S:20][CH2:21][C@@H:22]2[CH2:23][C@H:24]([C:27]([OH:6])=[O:28])[O:25][CH2:26][C@:17]2([C:15]2[CH:16]=[C:11]([Br:10])[CH:12]=[CH:13][C:14]=2[F:38])[N:18]=1)(=[O:37])[C:31]1[CH:32]=[CH:33][CH:34]=[CH:35][CH:36]=1 |f:0.1,5.6|. Procedure: N-Methylmorpholine N-oxide monohydrate (3.38 g, 25.0 mmol) and tetrapropylammonium perruthenate (0.147 g, 0.417 mmol) were added to a solution of N-[(4aR,6R,8aS)-8a-(5-bromo-2-fluorophenyl)-6-(hydroxymethyl)-4,4a,5,6,8,8a-hexahydropyrano[3,4-d][1,3]thiazin-2-yl]benzamide (C33) (2.0 g, 4.17 mmol) in acetonitrile (75 mL). The reaction mixture was allowed to stir at room temperature for 16 hours. 2-Propanol (200 mL) was added to the reaction mixture and the resulting solution was left stirring at r...